From a dataset of the Open Reaction Database (ORD), a public repository of structured organic reaction records. describe an organic reaction: reactants, conditions, products, and yield Starting materials: BrC1=C(C=C(C=C1C)I)C (2-bromo-5-iodo-1,3-dimethylbenzene), CN1N=CC(=C1)B1OC(C(O1)(C)C)(C)C (1-methyl-4-(4,4,5,5-tetramethyl-1,3,2-dioxaborolan-2-yl)-1H-pyrazole), Intermediate 17. The product is BrC1=C(C=C(C=C1C)C=1C=NN(C1)C)C (4-(4-Bromo-3,5-dimethylphenyl)-1-methyl-1H-pyrazole). RXN SMILES: [Br:1][C:2]1[C:7]([CH3:8])=[CH:6][C:5](I)=[CH:4][C:3]=1[CH3:10].[CH3:11][N:12]1[CH:16]=[C:15](B2OC(C)(C)C(C)(C)O2)[CH:14]=[N:13]1>>[Br:1][C:2]1[C:7]([CH3:8])=[CH:6][C:5]([C:15]2[CH:14]=[N:13][N:12]([CH3:11])[CH:16]=2)=[CH:4][C:3]=1[CH3:10]. Procedure: The title compound is prepared from 2-bromo-5-iodo-1,3-dimethylbenzene and 1-methyl-4-(4,4,5,5-tetramethyl-1,3,2-dioxaborolan-2-yl)-1H-pyrazole following a procedure analogous to that described in Step 1 of Intermediate 17. LC (method 9): tR=1.09 min; Mass spectrum (ESI+): m/z=265 [M+H]+. Starting materials: C1(=CC=CC=C1)CN1C(CCCC1)=O (1-Phenylmethyl-2-piperidinone), [(tert-butoxycarbonyl)methylidene]-azacycloalkanes, N-alkyllactams, C(C1=CC=CC=C1)Br (benzyl bromide), C(C1=CC=CC=C1)Br (benzyl bromide), C(C)(C)[N-]C(C)C.[Li+] (lithium diisopropylamide), CN(C)P(=O)(N(C)C)N(C)C (HMPA). The solvent is C1CCOC1 (THF). Reaction conditions: temperature -78 celsius, time 2 hour. Product: C1(=CC=CC=C1)CN1C(C(CCC1)CC1=CC=CC=C1)=O (1,3-Diphenylmethyl-2-piperidinone). As a reaction SMILES: [C:1]1([CH2:7][N:8]2[CH2:13][CH2:12][CH2:11][CH2:10][C:9]2=[O:14])[CH:6]=[CH:5][CH:4]=[CH:3][CH:2]=1.[CH2:15](Br)[C:16]1[CH:21]=[CH:20][CH:19]=[CH:18][CH:17]=1.C([N-]C(C)C)(C)C.[Li+].CN(P(N(C)C)(N(C)C)=O)C>C1COCC1>[C:1]1([CH2:7][N:8]2[CH2:13][CH2:12][CH2:11][CH:10]([CH2:15][C:16]3[CH:21]=[CH:20][CH:19]=[CH:18][CH:17]=3)[C:9]2=[O:14])[CH:2]=[CH:3][CH:4]=[CH:5][CH:6]=1 |f:2.3|. Procedure details: 1-Phenylmethyl-2-piperidinone (See: Yamaguchi M, Hirao 1 (1985) "A direct synthesis of [(tert-butoxycarbonyl)methylidene]-azacycloalkanes from N-alkyllactams" J. Org. Chem., 50, 1975-1977) (3.40 g, 18 mmol) was reacted with benzyl bromide (4.84 g, 28.3 mmol) in the presence of lithium diisopropylamide (prepared by treating diisopropylamine (2.73 g, 27 mmol) with butyllithium in hexanes (2.5 M, 10.3 mL, 25.7 mmol)) in THF (45 mL) and HMPA (2.7 mL, 15.5 mmol) as described above in the preparation ... Run at temperature 75 celsius, time 8 hour. Procedure details: A mixture of tert-butyl 2-(4-(methylsulfonamido)-1,3-dioxoisoindolin-2-yl)acetate (196 mg, 0.553 mmol) (prepared with an analogous procedure to that described in, Example 29, Scheme 29, Steps 1, 2, 3, 4 for the preparation of Compound 160), 4-(2-chloroethyl)morpholine hydrochloride (108 mg, 0.581 mmol), and K2CO3 (168 mg, 1.217 mmol) in acetonitrile (10 ml) was stirred at 75° C. overnight. The solvent was removed under vacuum, and the residue was taken up in a EtOAc/DCM/Et2O mixture and filtered... The solvent is C(C)#N (acetonitrile). RXN SMILES: [CH3:1][S:2]([NH:5][C:6]1[CH:14]=[CH:13][CH:12]=[C:11]2[C:7]=1[C:8](=[O:24])[N:9]([CH2:16][C:17]([O:19][C:20]([CH3:23])([CH3:22])[CH3:21])=[O:18])[C:10]2=[O:15])(=[O:4])=[O:3].Cl.Cl[CH2:27][CH2:28][N:29]1[CH2:34][CH2:33][O:32][CH2:31][CH2:30]1.C([O-])([O-])=O.[K+].[K+]>C(#N)C>[O:32]1[CH2:33][CH2:34][N:29]([CH2:28][CH2:27][N:5]([C:6]2[CH:14]=[CH:13][CH:12]=[C:11]3[C:7]=2[C:8](=[O:24])[N:9]([CH2:16][C:17]([O:19][C:20]([CH3:21])([CH3:23])[CH3:22])=[O:18])[C:10]3=[O:15])[S:2]([CH3:1])(=[O:3])=[O:4])[CH2:30][CH2:31]1 |f:1.2,3.4.5|. The product is O1CCN(CC1)CCN(S(=O)(=O)C)C1=C2C(N(C(C2=CC=C1)=O)CC(=O)OC(C)(C)C)=O (tert-butyl 2-(4-(N-(2-morpholinoethyl)methylsulfonamido)-1,3-dioxoisoindolin-2-yl)acetate). The yield is 99.0%. The reactants are CS(=O)(=O)NC1=C2C(N(C(C2=CC=C1)=O)CC(=O)OC(C)(C)C)=O (tert-butyl 2-(4-(methylsulfonamido)-1,3-dioxoisoindolin-2-yl)acetate), CS(=O)(=O)NC1=C2C(N(C(C2=CC=C1)=O)CC(=O)OC(C)(C)C)=O (tert-butyl 2-(4-(methylsulfonamido)-1,3-dioxoisoindolin-2-yl)acetate), Cl.ClCCN1CCOCC1 (4-(2-chloroethyl)morpholine hydrochloride), C(=O)([O-])[O-].[K+].[K+] (K2CO3). Starting materials: COc1cc2c(Oc3ccc([N+](=O)[O-])cc3F)ccnc2cc1OCC1CCN(C(=O)OC(C)(C)C)CC1, ClCCl, O=C(O)C(F)(F)F. The product is COc1cc2c(Oc3ccc([N+](=O)[O-])cc3F)ccnc2cc1OCC1CCN(C)CC1. RXN SMILES: [C:1]([O:2][C:6](=[O:3])[N:8]1[CH2:9][CH2:10][CH:11]([CH2:14][O:15][c:16]2[c:17]([O:37][CH3:38])[cH:18][c:19]3[c:20]([O:26][c:27]4[c:28]([F:36])[cH:29][c:30]([N+:33](=[O:34])[O-:35])[cH:31][cH:32]4)[cH:21][cH:22][n:23][c:24]3[cH:25]2)[CH2:12][CH2:13]1)([CH3:4])([CH3:5])[CH3:7].[Cl:46][CH2:47][Cl:48].[F:39][C:40]([F:41])([F:42])[C:43]([OH:44])=[O:45]>>[CH3:6][N:8]1[CH2:9][CH2:10][CH:11]([CH2:14][O:15][c:16]2[c:17]([O:37][CH3:38])[cH:18][c:19]3[c:20]([O:26][c:27]4[c:28]([F:36])[cH:29][c:30]([N+:33](=[O:34])[O-:35])[cH:31][cH:32]4)[cH:21][cH:22][n:23][c:24]3[cH:25]2)[CH2:12][CH2:13]1. Starting materials: C(C1=CC=CC=C1)Br (benzyl bromide), OC1=C(C=C(C=C1)OCC1CO1)C(=O)C (4-Hydroxy-3-methylcarbonyl-1-(2,3-epoxypropoxy) Benzene), C(C1=CC=CC=C1)Br (benzyl bromide), C(=O)([O-])[O-].[K+].[K+] (K2CO3), O (water). The product is C(C1=CC=CC=C1)OC1=C(C=C(C=C1)OCC1CO1)C(=O)C (4-Benzyloxy-3-methylcarbonyl-1-(2,3-epoxypropoxy) Benzene). The solvent is CC(=O)C (acetone). RXN SMILES: [OH:1][C:2]1[CH:7]=[CH:6][C:5]([O:8][CH2:9][CH:10]2[O:12][CH2:11]2)=[CH:4][C:3]=1[C:13]([CH3:15])=[O:14].[CH2:16](Br)[C:17]1[CH:22]=[CH:21][CH:20]=[CH:19][CH:18]=1.C([O-])([O-])=O.[K+].[K+].O>CC(C)=O>[CH2:16]([O:1][C:2]1[CH:7]=[CH:6][C:5]([O:8][CH2:9][CH:10]2[O:12][CH2:11]2)=[CH:4][C:3]=1[C:13]([CH3:15])=[O:14])[C:17]1[CH:22]=[CH:21][CH:20]=[CH:19][CH:18]=1 |f:2.3.4|. Procedure: A solution containing 1 g (0.0048 mole) of the product of example 39, 0.856 ml (0.00072 mole) of benzyl bromide and 0.924 g (0.0072 mole) of K2CO3 in 12 ml of acetone are heated for 6 hours under reflux in nitrogen. Then 0.5 ml (0.0042 mole) of benzyl bromide are added and the mixture heated for a further 7 hours. The substance is poured into water, extracted with ethyl acetate and the solvent evaporated off . The reaction product is purified by chromatography, eluting with an 8/2 mixture of hex...